This data is from the Open Reaction Database (ORD), a public repository of structured organic reaction records. The task is: describe an organic reaction: reactants, conditions, products, and yield Starting materials: FC1=C(C=C(C=C1)S(=O)(=O)CCC)C#C[Si](C)(C)C ({[2-Fluoro-5-(propylsulfonyl)phenyl]ethynyl}trimethyl silane), BrC=1C=C(C=CC1F)S(=O)(=O)N(C)C (3-bromo-4-fluoro-N,N-dimethylbenzenesulfonamide), BrC=1C=C(C=CC1F)S(=O)(=O)N(C)C (3-bromo-4-fluoro-N,N-dimethylbenzenesulfonamide), C(C)(C)(C)OC(COC1=C(C=C(C=C1)Cl)C#C)=O (tert-butyl(4-chloro-2-ethynylphenoxy)acetate), C(C)(C)(C)OC(COC1=C(C=C(C=C1)Cl)C#C)=O (tert-butyl(4-chloro-2-ethynylphenoxy)acetate). The product is C(C)(C)(C)OC(COC1=C(C=C(C=C1)Cl)C#CC1=C(C=CC(=C1)S(=O)(=O)N(C)C)F)=O (tert-butyl[4-chloro-2-({5-[(dimethylamino)sulfonyl]-2-fluorophenyl]ethynyl)phenoxy}acetate). Reaction SMILES: FC1C=CC(S(CCC)(=O)=O)=CC=1C#C[Si](C)(C)C.[C:20]([O:24][C:25](=[O:37])[CH2:26][O:27][C:28]1[CH:33]=[CH:32][C:31]([Cl:34])=[CH:30][C:29]=1[C:35]#[CH:36])([CH3:23])([CH3:22])[CH3:21].Br[C:39]1[CH:40]=[C:41]([S:46]([N:49]([CH3:51])[CH3:50])(=[O:48])=[O:47])[CH:42]=[CH:43][C:44]=1[F:45]>>[C:20]([O:24][C:25](=[O:37])[CH2:26][O:27][C:28]1[CH:33]=[CH:32][C:31]([Cl:34])=[CH:30][C:29]=1[C:35]#[C:36][C:39]1[CH:40]=[C:41]([S:46]([N:49]([CH3:50])[CH3:51])(=[O:47])=[O:48])[CH:42]=[CH:43][C:44]=1[F:45])([CH3:23])([CH3:22])[CH3:21]. Procedure details: Following the general method as outlined in Intermediate 107, starting from (4-chloro-2-ethynyl-phenoxy)-acetic acid tert-butyl ester (Intermediate 3) and 3-bromo-4-fluoro-N,N-dimethylbenzenesulfonamide (Intermediate 138), the title compound was obtained as a colorless oil after purification by flash column chromatography (silica), eluting with cyclohexane containing increasing amounts of EtOAc. Reactants: BrC1=C2N=CNC2=NC=N1 (6-bromo-9H-purine), ClC1=C2C=CC=NC2=C(C(=C1)C(C)N)N1CCN(CC1)CCOC (1-{5-chloro-8-[4-(2-methoxyethyl)piperazin-1-yl]quinolin-7-yl]ethanamine), C(C)(C)N(C(C)C)CC (N,N-diisopropylethylamine). The solvent is C(C)O (ethanol). Product: ClC1=C2C=CC=NC2=C(C(=C1)C(C)NC1=C2N=CNC2=NC=N1)N1CCN(CC1)CCOC (N-(1-{5-chloro-8-[4-(2-methoxyethyl)piperazin-1 -yl]quinolin-7-yl}ethyl)-9H-purin-6-amine), tris-TFA. RXN SMILES: Br[C:2]1[N:10]=[CH:9][N:8]=[C:7]2[C:3]=1[N:4]=[CH:5][NH:6]2.[Cl:11][C:12]1[CH:21]=[C:20]([CH:22]([NH2:24])[CH3:23])[C:19]([N:25]2[CH2:30][CH2:29][N:28]([CH2:31][CH2:32][O:33][CH3:34])[CH2:27][CH2:26]2)=[C:18]2[C:13]=1[CH:14]=[CH:15][CH:16]=[N:17]2.C(N(CC)C(C)C)(C)C>C(O)C>[Cl:11][C:12]1[CH:21]=[C:20]([CH:22]([NH:24][C:2]2[N:10]=[CH:9][N:8]=[C:7]3[C:3]=2[N:4]=[CH:5][NH:6]3)[CH3:23])[C:19]([N:25]2[CH2:30][CH2:29][N:28]([CH2:31][CH2:32][O:33][CH3:34])[CH2:27][CH2:26]2)=[C:18]2[C:13]=1[CH:14]=[CH:15][CH:16]=[N:17]2. Procedure: A mixture of 6-bromo-9H-purine (0.0274 g, 0.138 mmol), 1-{5-chloro-8-[4-(2-methoxyethyl)piperazin-1-yl]quinolin-7-yl]ethanamine (0.024 g, 0.069 mmol), and N,N-diisopropylethylamine (0.02396 mL, 0.1376 mmol) in ethanol (0.2 mL) was heated at reflux under nitrogen overnight. The mixture was evaporated and the resultant residue was purified on RP-HPLC (XBridge C18 column, eluting with a gradient of acetonitrile/water containing 0.05% TFA, at flow rate of 30 mL/minute) to give the desired product as... Starting materials: CC(=O)O, C=C1CCC(C(=O)OC)Cc2onc(-c3ccc(Cl)cc3)c21, [H][H]. Product: COC(=O)C1CCC(C)c2c(-c3ccc(Cl)cc3)noc2C1. Reaction SMILES: [CH3:25][C:26](=[O:27])[OH:28].[Cl:1][c:2]1[cH:3][cH:4][c:5](-[c:8]2[n:9][o:10][c:11]3[c:12]2[C:13](=[CH2:22])[CH2:14][CH2:15][CH:16]([C:18](=[O:19])[O:20][CH3:21])[CH2:17]3)[cH:6][cH:7]1.[H:23][H:24]>>[Cl:1][c:2]1[cH:3][cH:4][c:5](-[c:8]2[n:9][o:10][c:11]3[c:12]2[CH:13]([CH3:22])[CH2:14][CH2:15][CH:16]([C:18](=[O:19])[O:20][CH3:21])[CH2:17]3)[cH:6][cH:7]1. Starting materials: C1(=CC=CC=C1)C(C1=CC=CC=C1)OC(=O)C=1C2C(C(C2CC1SC1=CC=CC=C1)C(C)O)=O (3-phenylthio-6-(1-hydroxyethyl)-7-oxobicyclo[3.2.0]hept-2-en-2-carboxylic acid diphenylmethyl ester), C1(=CC=CC=C1)OC (anisole). Run in FC(C(=O)O)(F)F (trifluoroacetic acid). Product: ether-petroleum ether, C1(=CC=CC=C1)SC1=C(C2C(C(C2C1)C(C)O)=O)C(=O)O (3-phenylthio-6-(1-hydroxyethyl)-7-oxobicyclo[3.2.0]hept-2-en-2-carboxylic acid). The yield is 80.4%. RXN SMILES: C1(C([O:14][C:15]([C:17]2[CH:18]3[CH:21]([CH2:22][C:23]=2[S:24][C:25]2[CH:30]=[CH:29][CH:28]=[CH:27][CH:26]=2)[CH:20]([CH:31]([OH:33])[CH3:32])[C:19]3=[O:34])=[O:16])C2C=CC=CC=2)C=CC=CC=1.C1(OC)C=CC=CC=1>FC(F)(F)C(O)=O>[C:25]1([S:24][C:23]2[CH2:22][CH:21]3[CH:18]([C:19](=[O:34])[CH:20]3[CH:31]([OH:33])[CH3:32])[C:17]=2[C:15]([OH:16])=[O:14])[CH:26]=[CH:27][CH:28]=[CH:29][CH:30]=1. Reported procedure: A solution of 50 mg of 3-phenylthio-6-(1-hydroxyethyl)-7-oxobicyclo[3.2.0]hept-2-en-2-carboxylic acid diphenylmethyl ester, and 50 mg of anisole in 1 mL of trifluoroacetic acid was stirred for 5 min at room temperature after which time the solvent was removed by evaporation. Trituration of the residue with ether-petroleum ether afforded 26 mg (80%) of 3-phenylthio-6-(1-hydroxyethyl)-7-oxobicyclo[3.2.0]hept-2-en-2-carboxylic acid as colorless crystals. IR (Nujol mull): 1765, 1650, 1535 cm-1 ; NMR... Reactants: CC(=O)O, CCO, CO, C=Cc1ccncc1, Cl, O=C1Nc2cc(C(F)(F)F)ccc2N2CCNCC12. Product: O=C1Nc2cc(C(F)(F)F)ccc2N2CCN(CCc3ccncc3)CC12. As a reaction SMILES: [CH3:28][C:29](=[O:30])[OH:31].[CH3:33][CH2:34][OH:35].[CH3:36][OH:37].[CH:20](=[CH2:21])[c:22]1[cH:23][cH:24][n:25][cH:26][cH:27]1.[ClH:32].[F:1][C:2]([c:3]1[cH:4][c:5]2[c:10]([cH:11][cH:12]1)[N:9]1[CH:8]([C:7](=[O:17])[NH:6]2)[CH2:16][NH:15][CH2:14][CH2:13]1)([F:18])[F:19]>>[F:1][C:2]([c:3]1[cH:4][c:5]2[c:10]([cH:11][cH:12]1)[N:9]1[CH:8]([C:7](=[O:17])[NH:6]2)[CH2:16][N:15]([CH2:21][CH2:20][c:22]2[cH:23][cH:24][n:25][cH:26][cH:27]2)[CH2:14][CH2:13]1)([F:18])[F:19]. The reactants are Example 5 ( C ), N[C@@H]([C@@H](C)CC)C(=O)O (isoleucine), Cl.C(C)(C)O (HCl isopropanol), Adoc-Arg(Adoc)2 -Arg(Adoc)2 -Glu(OBut)-OH.2H2O, N[C@@H]([C@@H](C)CC)C(=O)O (Ile), N[C@@H](CCCNC(N)=N)C(=O)O (Arg), N[C@@H](CCC(O)=O)C(=O)O (Glu), compound, Aminoacid. Product: Cl.C(C)(C)OC([C@@H](N)[C@@H](C)CC)=O (Isoleucine isopropyl ester-hydrochloride). RXN SMILES: [NH2:1][C@H:2]([C:7]([OH:9])=[O:8])[C@H:3]([CH2:5][CH3:6])[CH3:4].[ClH:10].[CH:11](O)([CH3:13])[CH3:12].N[C@H](C(O)=O)CCC(=O)O.N[C@H](C(O)=O)CCCNC(=N)N>>[ClH:10].[CH:11]([O:8][C:7](=[O:9])[C@H:2]([C@H:3]([CH2:5][CH3:6])[CH3:4])[NH2:1])([CH3:13])[CH3:12] |f:1.2,5.6|. Procedure details: Isoleucine isopropyl ester-hydrochloride is prepared in a known manner from isoleucine and HCl/isopropanol. 2.1 g of this compound are reacted analogously to Example 5 (C) with 14.4 g of Adoc-Arg(Adoc)2 -Arg(Adoc)2 -Glu(OBut)-OH.2H2O and the product is worked up. Yield 6.2 g. Aminoacid analysis: Glu 1.00, Ile 0.95 and Arg 2.06.